The task is: describe an organic reaction: reactants, conditions, products, and yield. This data is from the Open Reaction Database (ORD), a public repository of structured organic reaction records. RXN SMILES: [Br:1][CH2:2][c:3]1[c:4]([F:23])[c:5]([O:10][c:11]2[cH:12][c:13]([C:14]#[N:15])[cH:16][c:17]([C:19]([F:20])([F:21])[F:22])[cH:18]2)[c:6]([Cl:9])[cH:7][cH:8]1.[Cl:25][CH2:26][Cl:27].[NH3:24]>>[CH2:2]([c:3]1[c:4]([F:23])[c:5]([O:10][c:11]2[cH:12][c:13]([C:14]#[N:15])[cH:16][c:17]([C:19]([F:20])([F:21])[F:22])[cH:18]2)[c:6]([Cl:9])[cH:7][cH:8]1)[NH2:24]. The reactants are N#Cc1cc(Oc2c(Cl)ccc(CBr)c2F)cc(C(F)(F)F)c1, ClCCl, N. Product: N#Cc1cc(Oc2c(Cl)ccc(CN)c2F)cc(C(F)(F)F)c1.